From a dataset of the Open Reaction Database (ORD), a public repository of structured organic reaction records. describe an organic reaction: reactants, conditions, products, and yield Reactants: FC1=C(C(=O)NC2=CC=C(C=C2)SC2=NC(=CC(=N2)Cl)Cl)C(=CC=C1)F (2,6-difluoro-N-[4-(4,6-dichloro-pyrimidin-2-ylsulfanyl)-phenyl]-benzamide), CC=1C=C(NN1)N (5-methyl-2H-pyrazol-3-ylamine), [I-].[Na+] (sodium iodide), C(C)(C)N(CC)C(C)C (diisopropylethyl amine). Solvent: CN(C=O)C (dimethylformamide), C(C)(=O)OCC (ethyl acetate). Reaction conditions: temperature 90 celsius, time 18 hour. Yields the product FC1=C(C(=O)NC2=CC=C(C=C2)SC2=NC(=CC(=N2)Cl)NC=2NN=C(C2)C)C(=CC=C1)F (2,6-Difluoro-N-{4-[4-chloro-6-(5-methyl-2H-pyrazol-3-ylamino)-pyrimidin-2-ylsulfanyl]-phenyl}-benzamide). Yield: 99.3%. RXN SMILES: [F:1][C:2]1[CH:25]=[CH:24][CH:23]=[C:22]([F:26])[C:3]=1[C:4]([NH:6][C:7]1[CH:12]=[CH:11][C:10]([S:13][C:14]2[N:19]=[C:18](Cl)[CH:17]=[C:16]([Cl:21])[N:15]=2)=[CH:9][CH:8]=1)=[O:5].[CH3:27][C:28]1[CH:29]=[C:30]([NH2:33])[NH:31][N:32]=1.[I-].[Na+].C(N(C(C)C)CC)(C)C>C(OCC)(=O)C.CN(C)C=O>[F:26][C:22]1[CH:23]=[CH:24][CH:25]=[C:2]([F:1])[C:3]=1[C:4]([NH:6][C:7]1[CH:8]=[CH:9][C:10]([S:13][C:14]2[N:15]=[C:16]([Cl:21])[CH:17]=[C:18]([NH:33][C:30]3[NH:31][N:32]=[C:28]([CH3:27])[CH:29]=3)[N:19]=2)=[CH:11][CH:12]=1)=[O:5] |f:2.3|. Procedure: A 50 ml round bottom flask was charged with 2,6-difluoro-N-[4-(4,6-dichloro-pyrimidin-2-ylsulfanyl)-phenyl]-benzamide (1.0 g, 2.3 mmol), 5-methyl-2H-pyrazol-3-ylamine (250 mg, 2.58 mmol), sodium iodide (351 mg, 2.34 mmol), diisopropylethyl amine (333 mg, 2.58 mmol) and dimethylformamide (5 ml) under nitrogen. The reaction mixture was stirred at 90° C. for 18 h, then allowed to cool to room temperature. The reaction mixture was diluted with ethyl acetate (25 ml), washed with saturated sodium bica... Starting materials: CN1CC2=C(NC=3C=CC(=CC23)C)CC1 (2,8-dimethyl-2,3,4,5-tetrahydro-1H-pyrido[4,3-b]indole), BrC1=C(C=CC=C1)Br (1,2-dibromobenzene), [O-]P(=O)([O-])[O-].[K+].[K+].[K+] (K3PO4), N1[C@H](C(=O)O)CCC1 (L-proline). The reagents and catalysts are [Cu]I (CuI). Run in CN(C)C=O (DMF), O (water). Yields the product BrC1=C(C=CC=C1)N1C2=C(C=3C=C(C=CC13)C)CN(CC2)C (5-(2-bromophenyl)-2,8-dimethyl-2,3,4,5-tetrahydro-1H-pyrido[4,3-b]indole). Reaction SMILES: [CH3:1][N:2]1[CH2:15][CH2:14][C:5]2[NH:6][C:7]3[CH:8]=[CH:9][C:10]([CH3:13])=[CH:11][C:12]=3[C:4]=2[CH2:3]1.[Br:16][C:17]1[CH:22]=[CH:21][CH:20]=[CH:19][C:18]=1Br.[O-]P([O-])([O-])=O.[K+].[K+].[K+].N1CCC[C@H]1C(O)=O>CN(C=O)C.O.[Cu]I>[Br:16][C:17]1[CH:22]=[CH:21][CH:20]=[CH:19][C:18]=1[N:6]1[C:7]2[CH:8]=[CH:9][C:10]([CH3:13])=[CH:11][C:12]=2[C:4]2[CH2:3][N:2]([CH3:1])[CH2:15][CH2:14][C:5]1=2 |f:2.3.4.5|. Reported procedure: A solution of 2,8-dimethyl-2,3,4,5-tetrahydro-1H-pyrido[4,3-b]indole (2 g, 9.986 mmol), 1,2-dibromobenzene (1.7 mL, 14.97 mmol), K3PO4 (6.35 g, 29.95 mmol), CuI (189 mg, 0.99 mmol) and L-proline (229 mg, 1.99 mmol) in dry DMF (20 mL) was stirred at 150° C. for 24 h. The reaction mixture was diluted with water (150 mL) and extracted with EtOAc (250 mL). The organic layer was washed with water (10×100 mL), dried over anhydrous sodium sulfate and evaporated to afford crude material, which was purif... Starting materials: CC(F)c1cc(Br)ccc1Cl, [Li]CCCC, CCOCC, CC(C)OB1OC(C)(C)C(C)(C)O1, Cl, O. The product is CC(F)c1cc(B2OC(C)(C)C(C)(C)O2)ccc1Cl. As a reaction SMILES: [Br:1][c:2]1[cH:3][c:4]([CH:9]([CH3:10])[F:11])[c:5]([Cl:8])[cH:6][cH:7]1.[CH2:12]([Li:13])[CH2:14][CH2:15][CH3:16].[CH3:31][CH2:32][O:33][CH2:34][CH3:35].[CH:17]([O:18][B:21]1[O:22][C:23]([CH3:28])([CH3:29])[C:24]([CH3:26])([CH3:27])[O:25]1)([CH3:19])[CH3:20].[ClH:30].[OH2:36]>>[c:2]1([B:21]2[O:22][C:23]([CH3:28])([CH3:29])[C:24]([CH3:26])([CH3:27])[O:25]2)[cH:3][c:4]([CH:9]([CH3:10])[F:11])[c:5]([Cl:8])[cH:6][cH:7]1. The product is COc1cc2nc(N3CCN(C(=O)c4ocnc4C)CC3)nc(N)c2cc1OC, Cl. Reaction SMILES: [CH3:1][c:2]1[n:3][cH:4][o:5][c:6]1[C:7](=[O:8])[Cl:9].[NH2:10][c:11]1[n:12][c:13]([N:25]2[CH2:26][CH2:27][NH:28][CH2:29][CH2:30]2)[n:14][c:15]2[cH:16][c:17]([O:23][CH3:24])[c:18]([O:21][CH3:22])[cH:19][c:20]12>>[CH3:1][c:2]1[n:3][cH:4][o:5][c:6]1[C:7](=[O:8])[N:28]1[CH2:27][CH2:26][N:25]([c:13]2[n:12][c:11]([NH2:10])[c:20]3[c:15]([n:14]2)[cH:16][c:17]([O:23][CH3:24])[c:18]([O:21][CH3:22])[cH:19]3)[CH2:30][CH2:29]1.[ClH:9]. The reactants are Cc1ncoc1C(=O)Cl, COc1cc2nc(N3CCNCC3)nc(N)c2cc1OC. Starting materials: C1(=CC=CC=C1)NN (phenylhydrazine), ClC1=C(N)C(=CC(=C1)CC)Cl (2,6-dichloro-4-ethylaniline). Yields the product ClC1=C(C(=CC(=C1)CC)Cl)NN (2,6-Dichloro-4-ethylphenylhydrazine). RXN SMILES: C1([NH:7]N)C=CC=CC=1.[Cl:9][C:10]1[CH:16]=[C:15]([CH2:17][CH3:18])[CH:14]=[C:13]([Cl:19])[C:11]=1[NH2:12]>>[Cl:9][C:10]1[CH:16]=[C:15]([CH2:17][CH3:18])[CH:14]=[C:13]([Cl:19])[C:11]=1[NH:12][NH2:7]. Procedure: The phenylhydrazine used as starting material in Reference Example 10 was prepared by proceeding in a similar manner to that hereinbefore described in Reference Example 5 but replacing the 2-chloro-4-ethylaniline by 2,6-dichloro-4-ethylaniline. 2,6-Dichloro-4-ethylphenylhydrazine, m.p. 48°-50° C., was obtained in the form of a cream-coloured solid. Reactants: CO, Cl, NO, O=Cc1ccc(-c2ccc(O)cc2)c2sccc12, c1ccncc1. Product: ON=Cc1ccc(-c2ccc(O)cc2)c2sccc12. As a reaction SMILES: [CH3:28][OH:29].[ClH:19].[NH2:20][OH:21].[OH:1][c:2]1[cH:3][cH:4][c:5](-[c:8]2[cH:9][cH:10][c:11]([CH:17]=[O:18])[c:12]3[cH:13][cH:14][s:15][c:16]23)[cH:6][cH:7]1.[cH:22]1[cH:23][cH:24][n:25][cH:26][cH:27]1>>[OH:1][c:2]1[cH:3][cH:4][c:5](-[c:8]2[cH:9][cH:10][c:11]([CH:17]=[N:20][OH:21])[c:12]3[cH:13][cH:14][s:15][c:16]23)[cH:6][cH:7]1. Reactants: C(C1=CC=CC=C1)(=O)NC1=C(C(=O)OC(C)(C)C)C=CC(=C1)C1=CC(=CC=C1)CO (tert-butyl 2-(benzamido)-4-(3-(hydroxymethyl)phenyl)benzoate). Run in FC(C(=O)O)(F)F (trifluoroacetic acid). Conditions: time 1 hour. The product is C(C1=CC=CC=C1)(=O)NC1=C(C(=O)O)C=CC(=C1)C1=CC(=CC=C1)CO (2-(benzamido)-4-(3-(hydroxymethyl)phenyl)benzoic acid). Reaction SMILES: [C:1]([NH:9][C:10]1[CH:22]=[C:21]([C:23]2[CH:28]=[CH:27][CH:26]=[C:25]([CH2:29][OH:30])[CH:24]=2)[CH:20]=[CH:19][C:11]=1[C:12]([O:14]C(C)(C)C)=[O:13])(=[O:8])[C:2]1[CH:7]=[CH:6][CH:5]=[CH:4][CH:3]=1>FC(F)(F)C(O)=O>[C:1]([NH:9][C:10]1[CH:22]=[C:21]([C:23]2[CH:28]=[CH:27][CH:26]=[C:25]([CH2:29][OH:30])[CH:24]=2)[CH:20]=[CH:19][C:11]=1[C:12]([OH:14])=[O:13])(=[O:8])[C:2]1[CH:7]=[CH:6][CH:5]=[CH:4][CH:3]=1. Procedure details: 10 mL of trifluoroacetic acid was added to the obtained tert-butyl 2-(benzamido)-4-(3-(hydroxymethyl)phenyl)benzoate and stirred at room temperature for 1 hour. The solvent was evaporated under reduced pressure and the obtained residue was purified with reversed-phase silica gel column chromatography [eluent; 60-100% acetonitrile 0.1% trifluoroacetic acid aqueous solution] to obtain 12 mg of 2-(benzamido)-4-(3-(hydroxymethyl)phenyl)benzoic acid as white solid. Reactants: C=C (ethylene), solution B, C(C=C)(=O)[O-] (acrylate), C(C)(=O)OC=C (vinyl acetate), C=C (ethylene), C=C (ethylene), C(C)(=O)OC=C (vinyl acetate), C(C=C)(=O)O (acrylic acid), solution B, C=C (ethylene). Run in C(C)(C)(C)O (tert.-butanol), C(C)(C)(C)O (tert.-butanol). Conditions: time 7 hour. Yields the product C=C.C(C)(=O)OC=C.C(C=C)(=O)O (Ethylene/vinyl acetate acrylic acid). Reaction SMILES: C=C.[C:3]([O:6][CH:7]=[CH2:8])(=[O:5])[CH3:4].[C:9]([OH:13])(=[O:12])[CH:10]=[CH2:11].C([O-])(=O)C=C>C(O)(C)(C)C>[CH2:3]=[CH2:4].[C:3]([O:6][CH:7]=[CH2:8])(=[O:5])[CH3:4].[C:9]([OH:13])(=[O:12])[CH:10]=[CH2:11] |f:5.6.7|. Reported procedure: The cascade of autoclaves of example 1 is continuously charged with 458 g/h of ethylene, a mixture A (2000 ml/h) consisting of 9000 g of vinyl acetate (d=0.79 g/ml), 9000 g of tert.-butanol and 180 g of acrylic acid (d=1.051 g/ml) and an initiator solution B (120 ml/h) consisting of 600 g of vinyl acetate, 600 g of tert.-butanol and 9 g tert.-butyl perpivalate. The monomers or monomer mixtures (mixture A, initiator solution B and ethylene) are introduced into autoclave 1 via the premix autoclave...